The task is: describe an organic reaction: reactants, conditions, products, and yield. This data is from the Open Reaction Database (ORD), a public repository of structured organic reaction records. Starting materials: ice, C(C=C)N (allylamine), ClC1=CC=C(S1)C(=O)Cl (5-chloro-thiophene-2-carbonyl chloride). Solvent: N1=CC=CC=C1 (pyridine), C1CCOC1 (THF). Conditions: time 3 hour. Yields the product C(C=C)NC(=O)C=1SC(=CC1)Cl (N-allyl-5-chloro-2-thiophenecarboxamide). RXN SMILES: [CH2:1]([NH2:4])[CH:2]=[CH2:3].[Cl:5][C:6]1[S:10][C:9]([C:11](Cl)=[O:12])=[CH:8][CH:7]=1>N1C=CC=CC=1.C1COCC1>[CH2:1]([NH:4][C:11]([C:9]1[S:10][C:6]([Cl:5])=[CH:7][CH:8]=1)=[O:12])[CH:2]=[CH2:3]. Reported procedure: An ice-cooled solution of 2.63 ml (35 mmol) of allylamine in 14.2 ml of absolute pyridine and 14.2 ml of absolute THF is admixed dropwise with 5-chloro-thiophene-2-carbonyl chloride (7.61 g, 42 mmol). Ice-cooling is removed and the mixture is stirred at room temperature for 3 h and then concentrated under reduced pressure. The residue is admixed with water and the solid is filtered off. The crude product is purified by flash chromatography over silica gel (dichloromethane). The reactants are Oc1cncc(Cl)c1, CCOC(=O)N=NC(=O)OCC, C1CCOC1, O=C1Cc2c(CCO)cccc2N1, c1ccc(P(c2ccccc2)c2ccccc2)cc1. The product is O=C1Cc2c(CCOc3cncc(Cl)c3)cccc2N1. Reaction SMILES: [Cl:45][c:46]1[cH:47][c:48]([OH:52])[cH:49][n:50][cH:51]1.[O:1]=[C:2]([O:3][CH2:4][CH3:5])[N:6]=[N:7][C:8]([O:9][CH2:10][CH3:11])=[O:12].[O:53]1[CH2:54][CH2:55][CH2:56][CH2:57]1.[OH:32][CH2:33][CH2:34][c:35]1[c:36]2[c:40]([cH:41][cH:42][cH:43]1)[NH:39][C:38](=[O:44])[CH2:37]2.[c:13]1([P:14]([c:15]2[cH:16][cH:17][cH:18][cH:19][cH:20]2)[c:21]2[cH:22][cH:23][cH:24][cH:25][cH:26]2)[cH:27][cH:28][cH:29][cH:30][cH:31]1>>[O:32]([CH2:33][CH2:34][c:35]1[c:36]2[c:40]([cH:41][cH:42][cH:43]1)[NH:39][C:38](=[O:44])[CH2:37]2)[c:48]1[cH:47][c:46]([Cl:45])[cH:51][n:50][cH:49]1. The reactants are C(C)OC(CCCC(CC=CC(C)=O)C)(C)C (10-ethoxy-6,10-dimethylundec-3-en-2-one), C(C)OC(CCCC(CC=CC(=CC(=O)OC)C)C)(C)C (methyl 11-ethoxy-3,7,11-trimethyldodeca-2,4-dienoate), C(C)OC(CCCC(CC=CC(C)=O)C)(C)C (10-ethoxy-6,10-dimethylundec-3-en-2-one), carbanion, C(=O)(OCC)CP(OCC)(OCC)=O (diethyl carboethoxymethylphosphonate). Yields the product C(C)OC(CCCC(CC=CC(=CC(=O)OCC)C)C)(C)C (ethyl 11-ethoxy-3,7,11-trimethyldodeca-2,4-dienoate). As a reaction SMILES: [CH2:1](OC(C)(C)CCCC(C)CC=CC(=O)C)C.[CH2:18]([O:20][C:21]([CH3:38])([CH3:37])[CH2:22][CH2:23][CH2:24][CH:25]([CH3:36])[CH2:26][CH:27]=[CH:28][C:29]([CH3:35])=[CH:30][C:31]([O:33][CH3:34])=[O:32])[CH3:19].C(CP(=O)(OCC)OCC)(OCC)=O>>[CH2:18]([O:20][C:21]([CH3:37])([CH3:38])[CH2:22][CH2:23][CH2:24][CH:25]([CH3:36])[CH2:26][CH:27]=[CH:28][C:29]([CH3:35])=[CH:30][C:31]([O:33][CH2:34][CH3:1])=[O:32])[CH3:19]. Reported procedure: Following the process of Example 13, 10-ethoxy-6,10-dimethylundec-3-en-2-one is converted into methyl 11-ethoxy-3,7,11-trimethyldodeca-2,4-dienoate. Reaction of 10-ethoxy-6,10-dimethylundec-3-en-2-one with the carbanion of diethyl carboethoxymethylphosphonate yields ethyl 11-ethoxy-3,7,11-trimethyldodeca-2,4-dienoate. The reactants are FC=1C=C(C2=C(CCO2)C1)C(CC(C=O)(C(F)(F)F)O)(C)C (4-(5-fluoro-2,3-dihydrobenzofuran-7-yl)-2-hydroxy-4-methyl-2-trifluoromethyl-pentanal), [BH4-].[Na+] (sodium borohydride), NC1=C2C=CC=NC2=CC=C1 (5-aminoquinoline), FC=1C=C(C2=C(CCO2)C1)C(CC(C=NC1=C2C=CC=NC2=CC=C1)(C(F)(F)F)O)(C)C (5-[4-(5-fluoro-2,3-dihydrobenzofuran-7-yl)-2-hydroxy-4-methyl-2-trifluoromethyl-pentylidenamino]quinoline). Product: FC=1C=C(C2=C(CCO2)C1)C(CC(CNC1=C2C=CC=NC2=CC=C1)(C(F)(F)F)O)(C)C (5-[4-(5-Fluoro-2,3-dihydrobenzofuran-7-yl)-2-hydroxy-4-methyl-2-trifluoromethyl-pentylamino]quinoline). RXN SMILES: FC1C=C(C(C)(C)CC(O)(C(F)(F)F)C=O)C2OCCC=2C=1.NC1C=CC=C2C=1C=CC=N2.[F:34][C:35]1[CH:36]=[C:37]([C:44]([CH3:65])([CH3:64])[CH2:45][C:46]([OH:63])([C:59]([F:62])([F:61])[F:60])[CH:47]=[N:48][C:49]2[CH:58]=[CH:57][CH:56]=[C:55]3[C:50]=2[CH:51]=[CH:52][CH:53]=[N:54]3)[C:38]2[O:42][CH2:41][CH2:40][C:39]=2[CH:43]=1.[BH4-].[Na+]>>[F:34][C:35]1[CH:36]=[C:37]([C:44]([CH3:65])([CH3:64])[CH2:45][C:46]([OH:63])([C:59]([F:60])([F:62])[F:61])[CH2:47][NH:48][C:49]2[CH:58]=[CH:57][CH:56]=[C:55]3[C:50]=2[CH:51]=[CH:52][CH:53]=[N:54]3)[C:38]2[O:42][CH2:41][CH2:40][C:39]=2[CH:43]=1 |f:3.4|. Procedure details: Analogously to Example 1, 4-(5-fluoro-2,3-dihydrobenzofuran-7-yl)-2-hydroxy-4-methyl-2-trifluoromethyl-pentanal is converted with 5-aminoquinoline into 5-[4-(5-fluoro-2,3-dihydrobenzofuran-7-yl)-2-hydroxy-4-methyl-2-trifluoromethyl-pentylidenamino]quinoline, which is reduced with sodium borohydride to the product.